This data is from the Open Reaction Database (ORD), a public repository of structured organic reaction records. The task is: describe an organic reaction: reactants, conditions, products, and yield Reactants: Sc1nc2cnc3ccccc3c2n1Cc1ccccc1, CCO, CI, [NH4+], [OH-], O. The product is CSc1nc2cnc3ccccc3c2n1Cc1ccccc1. Reaction SMILES: [CH2:1]([c:2]1[cH:3][cH:4][cH:5][cH:6][cH:7]1)[n:8]1[c:9]([SH:21])[n:10][c:11]2[cH:12][n:13][c:14]3[cH:15][cH:16][cH:17][cH:18][c:19]3[c:20]12.[CH3:27][CH2:28][OH:29].[I:25][CH3:26].[NH4+:23].[OH-:24].[OH2:22]>>[CH2:1]([c:2]1[cH:3][cH:4][cH:5][cH:6][cH:7]1)[n:8]1[c:9]([S:21][CH3:26])[n:10][c:11]2[cH:12][n:13][c:14]3[cH:15][cH:16][cH:17][cH:18][c:19]3[c:20]12. Reactants: Fc1c(Cc2cnc3ccc(Cl)nn23)ccc2ncccc12, O=C1CNCCN1. The product is O=C1CN(c2ccc3ncc(Cc4ccc5ncccc5c4F)n3n2)CCN1. As a reaction SMILES: [Cl:1][c:2]1[cH:3][cH:4][c:5]2[n:6]([n:7]1)[c:8]([CH2:11][c:12]1[c:13]([F:22])[c:14]3[cH:15][cH:16][cH:17][n:18][c:19]3[cH:20][cH:21]1)[cH:9][n:10]2.[NH:23]1[C:24](=[O:29])[CH2:25][NH:26][CH2:27][CH2:28]1>>[c:2]1([N:26]2[CH2:25][C:24](=[O:29])[NH:23][CH2:28][CH2:27]2)[cH:3][cH:4][c:5]2[n:6]([n:7]1)[c:8]([CH2:11][c:12]1[c:13]([F:22])[c:14]3[cH:15][cH:16][cH:17][n:18][c:19]3[cH:20][cH:21]1)[cH:9][n:10]2. Starting materials: CN1CCCC1=O, O=C(O)c1ccc(N2CCCC2)cc1Cl, O=S(Cl)Cl. The product is O=C(Cl)c1ccc(N2CCCC2)cc1Cl. RXN SMILES: [CH3:20][N:21]1[CH2:22][CH2:23][CH2:24][C:25]1=[O:26].[Cl:1][c:2]1[c:3]([C:4](=[O:5])[OH:6])[cH:7][cH:8][c:9]([N:11]2[CH2:12][CH2:13][CH2:14][CH2:15]2)[cH:10]1.[S:16]([Cl:17])([Cl:18])=[O:19]>>[Cl:1][c:2]1[c:3]([C:4](=[O:5])[Cl:18])[cH:7][cH:8][c:9]([N:11]2[CH2:12][CH2:13][CH2:14][CH2:15]2)[cH:10]1. Starting materials: CC(C)SC(=S)[S-], CCCC[N+](CCCC)(CCCC)CCCC, Cc1ccccc1, N#CCCl, [K+], O, O=S(=O)([O-])O. The product is CC(C)SC(=S)SCC#N. As a reaction SMILES: [C:2]([S:3][CH:4]([CH3:5])[CH3:6])([S-:7])=[S:8].[CH2:19]([N+:20]([CH2:21][CH2:22][CH2:23][CH3:24])([CH2:25][CH2:26][CH2:27][CH3:28])[CH2:29][CH2:30][CH2:31][CH3:32])[CH2:33][CH2:34][CH3:35].[CH3:36][c:37]1[cH:38][cH:39][cH:40][cH:41][cH:42]1.[Cl:10][CH2:11][C:12]#[N:13].[K+:9].[OH2:1].[S:14](=[O:15])(=[O:16])([OH:17])[O-:18]>>[C:2]([S:3][CH:4]([CH3:5])[CH3:6])(=[S:7])[S:8][CH2:11][C:12]#[N:13]. Reactants: Cc1ccccc1, Cc1cc(OCC(=O)O)cc(C(C)C)c1, O, O, Cc1ccc(S(=O)(=O)CCO)cc1, Cc1ccc(S(=O)(=O)O)cc1. The product is Cc1ccc(S(=O)(=O)CCOC(=O)COc2cc(C)cc(C(C)C)c2)cc1. RXN SMILES: [CH3:42][c:43]1[cH:44][cH:45][cH:46][cH:47][cH:48]1.[CH:1]([CH3:2])([CH3:3])[c:4]1[cH:5][c:6]([O:7][CH2:8][C:9](=[O:10])[OH:11])[cH:12][c:13]([CH3:15])[cH:14]1.[OH2:29].[OH2:41].[c:16]1([CH3:28])[cH:17][cH:18][c:19]([S:22](=[O:23])(=[O:24])[CH2:25][CH2:26][OH:27])[cH:20][cH:21]1.[c:30]1([CH3:31])[cH:32][cH:33][c:34]([S:35]([OH:36])(=[O:37])=[O:38])[cH:39][cH:40]1>>[CH:1]([CH3:2])([CH3:3])[c:4]1[cH:5][c:6]([O:7][CH2:8][C:9]([O:10][CH2:26][CH2:25][S:22]([c:19]2[cH:18][cH:17][c:16]([CH3:28])[cH:21][cH:20]2)(=[O:23])=[O:24])=[O:11])[cH:12][c:13]([CH3:15])[cH:14]1. The reactants are [Br-], BrC1CC1, [Mg+]C1CC1, [Cl-], [Cl-], CC(C)CN(C=NS(=O)(=O)c1c(Cl)nc2ccc(Cl)nn12)CC(C)C, Cl, I, [Mg], C1CCOC1, [Zn+2]. Product: CC(C)CN(C=NS(=O)(=O)c1c(Cl)nc2ccc(C3CC3)nn12)CC(C)C. As a reaction SMILES: [Br-:7].[CH:3]1([Br:6])[CH2:4][CH2:5]1.[CH:8]1([Mg+:9])[CH2:10][CH2:11]1.[Cl-:43].[Cl-:45].[Cl:12][c:13]1[n:14][c:15]2[n:16]([n:17][c:18]([Cl:21])[cH:19][cH:20]2)[c:22]1[S:23](=[O:24])(=[O:25])[N:26]=[CH:27][N:28]([CH2:29][CH:30]([CH3:31])[CH3:32])[CH2:33][CH:34]([CH3:35])[CH3:36].[ClH:37].[I:2].[Mg:1].[O:38]1[CH2:39][CH2:40][CH2:41][CH2:42]1.[Zn+2:44]>>[CH:3]1([c:18]2[n:17][n:16]3[c:15]([n:14][c:13]([Cl:12])[c:22]3[S:23](=[O:24])(=[O:25])[N:26]=[CH:27][N:28]([CH2:29][CH:30]([CH3:31])[CH3:32])[CH2:33][CH:34]([CH3:35])[CH3:36])[cH:20][cH:19]2)[CH2:4][CH2:5]1.